Dataset: the Open Reaction Database (ORD), a public repository of structured organic reaction records. Task: describe an organic reaction: reactants, conditions, products, and yield Starting materials: C(C1=CC=CC=C1)N1C(NC2=C1C=CC=C2)=N (1-benzyl-1,3-dihydro-benzoimidazol-2-ylideneamine), C(C)OC(C1=CC(=CC=C1)OCCCCl)=O (3-(3-chloro-propoxy)-benzoic acid ethyl ester). Solvent: CC(CC)=O (2-butanone). Reaction conditions: temperature 85 celsius. Yields the product C(C)OC(C1=CC(=CC=C1)OCCCN1C(N(C2=C1C=CC=C2)CC2=CC=CC=C2)=N)=O (3-[3-(3-benzyl-2-imino-2,3-dihydro-benzoimidazol-1-yl)-propoxy]-benzoic acid ethyl ester). The yield is 74.1%. Reaction SMILES: [CH2:1]([N:8]1[C:12]2[CH:13]=[CH:14][CH:15]=[CH:16][C:11]=2[NH:10][C:9]1=[NH:17])[C:2]1[CH:7]=[CH:6][CH:5]=[CH:4][CH:3]=1.[CH2:18]([O:20][C:21](=[O:33])[C:22]1[CH:27]=[CH:26][CH:25]=[C:24]([O:28][CH2:29][CH2:30][CH2:31]Cl)[CH:23]=1)[CH3:19]>CC(=O)CC>[CH2:18]([O:20][C:21](=[O:33])[C:22]1[CH:27]=[CH:26][CH:25]=[C:24]([O:28][CH2:29][CH2:30][CH2:31][N:10]2[C:11]3[CH:16]=[CH:15][CH:14]=[CH:13][C:12]=3[N:8]([CH2:1][C:2]3[CH:3]=[CH:4][CH:5]=[CH:6][CH:7]=3)[C:9]2=[NH:17])[CH:23]=1)[CH3:19]. Procedure: To a solution of 1-benzyl-1,3-dihydro-benzoimidazol-2-ylideneamine (247 mg, 1.10 mmol) in 2-butanone (40 ml) was added 3-(3-chloro-propoxy)-benzoic acid ethyl ester (0.40 g, 1.65 mmol) and KI (0.55 g, 3.32 mmol). The reaction was heated to 85° C. where it was maintained for 54 h. After this time, the mixture was cooled to rt and filtered. The filtrate was concentrated under reduced pressure and combined with the collected solid, washed with diethyl ether and petroleum ether and dried to provide ... The reactants are CC(C)(C)c1nsc(Cl)c1C#N, O=C([O-])[O-], Cc1cc(O)c(C)cc1N, [K+], [K+], CN(C)C=O. Product: Cc1cc(Oc2snc(C(C)(C)C)c2C#N)c(C)cc1N. Reaction SMILES: [C:1]([CH3:2])([CH3:3])([CH3:4])[c:5]1[n:6][s:7][c:8]([Cl:12])[c:9]1[C:10]#[N:11].[C:23](=[O:24])([O-:25])[O-:26].[CH3:13][c:14]1[c:15]([NH2:16])[cH:17][c:18]([CH3:22])[c:19]([OH:21])[cH:20]1.[K+:27].[K+:28].[O:29]=[CH:30][N:31]([CH3:32])[CH3:33]>>[C:1]([CH3:2])([CH3:3])([CH3:4])[c:5]1[n:6][s:7][c:8]([O:21][c:19]2[c:18]([CH3:22])[cH:17][c:15]([NH2:16])[c:14]([CH3:13])[cH:20]2)[c:9]1[C:10]#[N:11]. Reagents/catalysts: C(C)(=O)[O-].[Pd+2].C(C)(=O)[O-] (palladium acetate). The solvent is C1(=CC=CC=C1)C (toluene). Yields the product C(C)(C)(C)OC(=O)N1CCN(CC1)C1=CC=C(C2=CC=CC=C12)F (4-(4-Fluoro-naphthalen-1-yl)-piperazine-1-carboxylic acid tert-butyl ester). Reaction conditions: temperature 80 celsius, time 8 hour. Yield: 95.4%. The reactants are C1(CCCCC1)P(C1CCCCC1)C1=C(C=CC=C1)C1=CC=CC=C1 (dicyclohexylphosphino biphenyl), CC(C)(C)[O-].[Na+] (NaOtBu), BrC1=CC=C(C2=CC=CC=C12)F (1-bromo-4-fluoro naphthalene), C(=O)(OC(C)(C)C)N1CCNCC1 (1-Boc-piperazine). As a reaction SMILES: C1(P(C2C=CC=CC=2C2C=CC=CC=2)C2CCCCC2)CCCCC1.Br[C:27]1[C:36]2[C:31](=[CH:32][CH:33]=[CH:34][CH:35]=2)[C:30]([F:37])=[CH:29][CH:28]=1.[C:38]([N:45]1[CH2:50][CH2:49][NH:48][CH2:47][CH2:46]1)([O:40][C:41]([CH3:44])([CH3:43])[CH3:42])=[O:39].CC([O-])(C)C.[Na+]>C1(C)C=CC=CC=1.C([O-])(=O)C.[Pd+2].C([O-])(=O)C>[C:41]([O:40][C:38]([N:45]1[CH2:50][CH2:49][N:48]([C:27]2[C:36]3[C:31](=[CH:32][CH:33]=[CH:34][CH:35]=3)[C:30]([F:37])=[CH:29][CH:28]=2)[CH2:47][CH2:46]1)=[O:39])([CH3:44])([CH3:42])[CH3:43] |f:3.4,6.7.8|. Reported procedure: A first intermediate compound, 1-(4-Fluoro-naphthalen-1-yl)-piperazine, was produced as follows: A mixture of dicyclohexylphosphino biphenyl (0.155 g, 0.444 mmol, 0.1 mmol) and palladium acetate (0.099 g, 0.444 mmol, 0.1 equiv) in dry toluene (15 mL) was bubbled with N2 gas for two hours. To the resultant clear solution was added 1-bromo-4-fluoro naphthalene (1.0 g, 4.44 mmol, 1.0 equiv) followed by 1-Boc-piperazine (1.0 g, 5.33 mmol, 1.2 equiv). To this mixture was added NaOtBu (0.600 g, 6.22 m... Reactants: C1(C=CC(N1)=O)=O (maleimide), C(=C)OC(C(CCCC)CC)=O (vinyl-2-ethylhexanoate). Conditions: time 25 hour. Yields the product C1(C=CC(N1)=O)=O.C(=C)OC(C(CCCC)CC)=O (Maleimide Vinyl-2-Ethylhexanoate). The yield is 57.0%. Reaction SMILES: [C:1]1(=[O:7])[NH:5][C:4](=[O:6])[CH:3]=[CH:2]1.[CH:8]([O:10][C:11](=[O:19])[CH:12]([CH2:17][CH3:18])[CH2:13][CH2:14][CH2:15][CH3:16])=[CH2:9]>>[C:4]1(=[O:6])[NH:5][C:1](=[O:7])[CH:2]=[CH:3]1.[CH:8]([O:10][C:11](=[O:19])[CH:12]([CH2:17][CH3:18])[CH2:13][CH2:14][CH2:15][CH3:16])=[CH2:9] |f:2.3|. Procedure details: A polymer was prepared in the manner of Example 1, except the comonomer to maleimide was vinyl-2-ethylhexanoate (vinyl ester) and the reaction time was 25 hours. The polymer yield was 57%. The reactants are O=C([O-])C(=O)[O-], CCCCCSC(Cn1ccnc1)c1ccc(Cl)cc1Cl. Yields the product CCSC(Cn1ccnc1)c1ccc(Cl)cc1Cl. RXN SMILES: [C:22]([O-:23])(=[O:24])[C:25]([O-:26])=[O:27].[Cl:1][c:2]1[c:3]([CH:4]([CH2:5][n:6]2[cH:7][n:8][cH:9][cH:10]2)[S:11][CH2:12][CH2:13][CH2:14][CH2:15][CH3:16])[cH:17][cH:18][c:19]([Cl:21])[cH:20]1>>[Cl:1][c:2]1[c:3]([CH:4]([CH2:5][n:6]2[cH:7][n:8][cH:9][cH:10]2)[S:11][CH2:12][CH3:13])[cH:17][cH:18][c:19]([Cl:21])[cH:20]1. Starting materials: O (Water), CC(=O)C=1C=CC(=CC1)O (4-hydroxyacetophenone), BrCCCC (1-bromobutane), C([O-])([O-])=O.[K+].[K+] (potassium carbonate). The solvent is CC(=O)C (acetone). Yields the product CCCCOCC(=O)C1=CC=CC=C1 (4-n-Butoxyacetophenone). The yield is 98.8%. RXN SMILES: [CH3:1][C:2]([C:4]1[CH:5]=[CH:6][C:7](O)=[CH:8][CH:9]=1)=[O:3].Br[CH2:12][CH2:13][CH2:14][CH3:15].C(=O)([O-])[O-:17].[K+].[K+].O>CC(C)=O>[CH3:15][CH2:14][CH2:13][CH2:12][O:17][CH2:1][C:2]([C:4]1[CH:5]=[CH:6][CH:7]=[CH:8][CH:9]=1)=[O:3] |f:2.3.4|. Procedure: A suspension of 4-hydroxyacetophenone (27.2 g, 0.2 mole), 1-bromobutane (41.8 g, 0.305 mole) and potassium carbonate (41.4 g, 0.3 mole) in acetone (400 ml) were heated under reflux for 48 hours. Water (200 ml) was then added and the mixture extracted with ethyl acetate (300 ml) and washed with water (2×150 ml). The organic solution was dried and evaporated under reduced pressure to give an orange liquid which solidified on cooling to give the product (38.0 g, 99%) which was used in the next reac... Starting materials: C(C1=CC=CC=C1)OC=1C=CC(=C(C1)C1=CC(=CC=C1)F)\C=C\[N+](=O)[O-] ((E)-5-(benzyloxy)-3′-fluoro-2-(2-nitrovinyl)-1,1′-biphenyl), [H-].[H-].[H-].[H-].[Li+].[Al+3] (LiAlH4). Run in C1CCOC1 (THF). Reaction conditions: time 1 hour. The product is C(C1=CC=CC=C1)OC=1C=CC(=C(C1)C1=CC(=CC=C1)F)CCN (2-(5-(benzyloxy)-3′-fluoro-[1,1′-biphenyl]-2-yl)ethanamine). Reaction SMILES: [CH2:1]([O:8][C:9]1[CH:10]=[CH:11][C:12](/[CH:22]=[CH:23]/[N+:24]([O-])=O)=[C:13]([C:15]2[CH:20]=[CH:19][CH:18]=[C:17]([F:21])[CH:16]=2)[CH:14]=1)[C:2]1[CH:7]=[CH:6][CH:5]=[CH:4][CH:3]=1.[H-].[H-].[H-].[H-].[Li+].[Al+3]>C1COCC1>[CH2:1]([O:8][C:9]1[CH:10]=[CH:11][C:12]([CH2:22][CH2:23][NH2:24])=[C:13]([C:15]2[CH:20]=[CH:19][CH:18]=[C:17]([F:21])[CH:16]=2)[CH:14]=1)[C:2]1[CH:3]=[CH:4][CH:5]=[CH:6][CH:7]=1 |f:1.2.3.4.5.6|. Reported procedure: Nitrostyrene 28 (400 mg, 1.1 mmol) in freshly distilled THF (2 mL) was added dropwise to a solution of LiAlH4 (87 mg, 2.2 mmol), at 0° C. under an argon atmosphere. Upon completion of the reaction (from TLC) the reaction was quenched by addition of water (45 μL), 3M NaOH (45 μL), and an additional 80 μL water, and 20 mL EtOAc. The resulting mixture was stirred at room temperature for 1 h, filtered through a plug of celite, washed with EtOAc, dried (Na2SO4) and concentrated to a crude brown mixtu... Starting materials: N(=C=O)[C@H](C(=O)[O-])CCCC ((2S)-2-isocyanatohexanoate), S1C(=NC2=C1C=CC=C2)C2(CCCC2)O (1-(1,3-benzothiazol-2-yl)cyclopentanol), C1(=CC=CC=C1)C (toluene). Product: S1C(=NC2=C1C=CC=C2)C2(CCCC2)OC(=O)N[C@H](C(=O)OC)CCCC (methyl(2S)-2-[({[1-(1,3-benzothiazol-2-yl)cyclopentyl]oxy}carbonyl)amino]hexanoate). RXN SMILES: [N:1]([C@@H:4]([CH2:8][CH2:9][CH2:10][CH3:11])[C:5]([O-:7])=[O:6])=[C:2]=[O:3].[S:12]1[C:16]2[CH:17]=[CH:18][CH:19]=[CH:20][C:15]=2[N:14]=[C:13]1[C:21]1([OH:26])[CH2:25][CH2:24][CH2:23][CH2:22]1.[C:27]1(C)C=CC=CC=1>>[S:12]1[C:16]2[CH:17]=[CH:18][CH:19]=[CH:20][C:15]=2[N:14]=[C:13]1[C:21]1([O:26][C:2]([NH:1][C@@H:4]([CH2:8][CH2:9][CH2:10][CH3:11])[C:5]([O:7][CH3:27])=[O:6])=[O:3])[CH2:25][CH2:24][CH2:23][CH2:22]1. Procedure details: 1.7 g (9.9 mmol) of (2S)-2-isocyanatohexanoate and 2.0 g (9.1 mmol) of 1-(1,3-benzothiazol-2-yl)cyclopentanol were dissolved in 5 mL of dry toluene and heated at 80° C. for 4 d. After removal of solvent, purification by silica gel column chromatography eluting with hexane:ethyl acetate (2:1) gave 3.5 g of methyl(2S)-2-[({[1-(1,3-benzothiazol-2-yl)cyclopentyl]oxy}carbonyl)amino]hexanoate as a yellow liquid, quantitatively. 1H NMR (300 MHz, CDCl3) δ 8.02 (d, J=8 Hz, 1H), 7.86 (d, J=8 Hz, 1H), 7.47... Run at temperature 80 celsius. The reactants are C(C)OC(=O)C1=CC(=NO1)C1=CC=C(C=C1)O (3-(4-hydroxy-phenyl)-isoxazole-5-carboxylic acid ethyl ester), C(C)OC(=O)C1=CC(=NO1)C1=CC=C(C=C1)O (3-(4-hydroxy-phenyl)-isoxazole-5-carboxylic acid ethyl ester), BrCC=1C(=NC=CC1)Cl (3-bromomethyl-2-chloro-pyridine), Intermediate 24. The product is C(C)OC(=O)C1=CC(=NO1)C1=CC=C(C=C1)OCC=1C(=NC=CC1)Cl (3-[4-(2-chloro-pyridin-3-ylmethoxy)-phenyl]-isoxazole-5-carboxylic acid ethyl ester). As a reaction SMILES: [CH2:1]([O:3][C:4]([C:6]1[O:10][N:9]=[C:8]([C:11]2[CH:16]=[CH:15][C:14]([OH:17])=[CH:13][CH:12]=2)[CH:7]=1)=[O:5])[CH3:2].Br[CH2:19][C:20]1[C:21]([Cl:26])=[N:22][CH:23]=[CH:24][CH:25]=1>>[CH2:1]([O:3][C:4]([C:6]1[O:10][N:9]=[C:8]([C:11]2[CH:12]=[CH:13][C:14]([O:17][CH2:19][C:20]3[C:21]([Cl:26])=[N:22][CH:23]=[CH:24][CH:25]=3)=[CH:15][CH:16]=2)[CH:7]=1)=[O:5])[CH3:2]. Procedure: 3-(4-Hydroxy-phenyl)-isoxazole-5-carboxylic acid ethyl ester (which may be prepared as described in Preparation of Intermediate 1) and 3-bromomethyl-2-chloro-pyridine (which may be prepared as described in Selby, T. P. and Winters, M. P. U.S. Pat. No. 5,739,326 Column 19) were reacted using conditions similar to those described for Preparation of Intermediate 24 to give 3-[4-(2-chloro-pyridin-3-ylmethoxy)-phenyl]-isoxazole-5-carboxylic acid ethyl ester. Reactants: BrCc1ccccc1, CCOC(=O)C1(c2ccc(-c3ccc(-c4onc(C)c4CCO)cc3)cc2)CC1, [H-], [Na+], CN(C)C=O. The product is CCOC(=O)C1(c2ccc(-c3ccc(-c4onc(C)c4CCOCc4ccccc4)cc3)cc2)CC1. As a reaction SMILES: [Br:32][CH2:33][c:34]1[cH:35][cH:36][cH:37][cH:38][cH:39]1.[CH2:1]([CH3:2])[O:3][C:4](=[O:5])[C:6]1([c:9]2[cH:10][cH:11][c:12](-[c:15]3[cH:16][cH:17][c:18](-[c:21]4[c:22]([CH2:27][CH2:28][OH:29])[c:23]([CH3:26])[n:24][o:25]4)[cH:19][cH:20]3)[cH:13][cH:14]2)[CH2:7][CH2:8]1.[H-:30].[Na+:31].[O:40]=[CH:41][N:42]([CH3:43])[CH3:44]>>[CH2:1]([CH3:2])[O:3][C:4](=[O:5])[C:6]1([c:9]2[cH:10][cH:11][c:12](-[c:15]3[cH:16][cH:17][c:18](-[c:21]4[c:22]([CH2:27][CH2:28][O:29][CH2:33][c:34]5[cH:35][cH:36][cH:37][cH:38][cH:39]5)[c:23]([CH3:26])[n:24][o:25]4)[cH:19][cH:20]3)[cH:13][cH:14]2)[CH2:7][CH2:8]1.